Task: describe an organic reaction: reactants, conditions, products, and yield. Dataset: the Open Reaction Database (ORD), a public repository of structured organic reaction records The reactants are Cl, [K+], O, OO, CC1(C)SC2C(NC(=O)Cc3ccccc3)C(=O)N2C1C(=O)[O-]. Product: CC1(C)C(C(=O)O)N2C(=O)C(NC(=O)Cc3ccccc3)C2S1=O. Reaction SMILES: [ClH:27].[K+:24].[OH2:28].[OH:25][OH:26].[c:1]1([CH2:7][C:8](=[O:9])[NH:10][CH:11]2[CH:12]3[N:13]([CH:14]([C:19](=[O:20])[O-:21])[C:15]([CH3:17])([CH3:18])[S:16]3)[C:22]2=[O:23])[cH:2][cH:3][cH:4][cH:5][cH:6]1>>[c:1]1([CH2:7][C:8](=[O:9])[NH:10][CH:11]2[CH:12]3[N:13]([CH:14]([C:19](=[O:20])[OH:21])[C:15]([CH3:17])([CH3:18])[S:16]3=[O:25])[C:22]2=[O:23])[cH:2][cH:3][cH:4][cH:5][cH:6]1. Reactants: C(C)(C)[C@@H]1CC[C@H](CC1)N (trans-4-isopropyl-cyclo-hexylamine), ClC1=NC(=CC2=CC=CC=C12)CCC=1C=NC(=CC1)C (1-chloro[2-(6-methyl-pyridin-3-yl)-ethyl]-isoquinoline), N (NH3), O (water). Run in CCOC(=O)C (EtOAc). Yields the product C(C)(C)[C@@H]1CC[C@H](CC1)NC1=NC=C(C2=CC=CC=C12)CCC=1C=NC(=CC1)C (trans 1-(4-isopropyl-cyclohexylamino)-4-[2-(6-methyl-pyridin-3-yl)-ethyl]-isoquinoline). RXN SMILES: [CH:1]([C@H:4]1[CH2:9][CH2:8][C@H:7]([NH2:10])[CH2:6][CH2:5]1)([CH3:3])[CH3:2].Cl[C:12]1[C:21]2[C:16](=[CH:17][CH:18]=[CH:19][CH:20]=2)[CH:15]=[C:14](CCC2C=NC(C)=CC=2)[N:13]=1.[NH3:31].O>CCOC(C)=O>[CH:1]([C@H:4]1[CH2:9][CH2:8][C@H:7]([NH:10][C:12]2[C:21]3[C:16](=[CH:17][CH:18]=[CH:19][CH:20]=3)[C:15]([CH2:2][CH2:1][C:4]3[CH:9]=[N:31][C:7]([CH3:8])=[CH:6][CH:5]=3)=[CH:14][N:13]=2)[CH2:6][CH2:5]1)([CH3:3])[CH3:2]. Reported procedure: Under a N2 atmosphere, 600 mg (4.25 mmol) of trans-4-isopropyl-cyclo-hexylamine [for preparation see Arzneim. Forsch. 19 (1969), 140] and 120 mg (0.424 mmol) of 1-chloro[2-(6-methyl-pyridin-3-yl)-ethyl]-isoquinoline are heated to 140° C. in an ampulla for 10 h. The reaction mixture is suspended in EtOAc, and mixed with 0.25 ml of NH3 solution (25%) and water. The separated aqueous phase is extracted twice more with EtOAc, the organic phases washed with water and brine, dried (Na2SO4) and concent... The reactants are [OH-].[Na+] (sodium hydroxide), C(C1=CC=CC=C1)OC1=C2CCCC(C2=CC=C1)C(=O)N(C1=CC=C(C=C1)C(C)C)CC1=CC=C(C(=O)OC)C=C1 (methyl 4-{[N-(5-benzyloxy-1,2,3,4-tetrahydronaphthalen-1-ylcarbonyl)-N-(4-isopropylphenyl)amino]methyl}benzoate), Cl (hydrochloric acid). Solvent: CO (Methanol). Reaction conditions: temperature 55 celsius. The product is C(C1=CC=CC=C1)OC1=C2CCCC(C2=CC=C1)C(=O)N(C1=CC=C(C=C1)C(C)C)CC1=CC=C(C(=O)O)C=C1 (4-{[N-(5-benzyloxy-1,2,3,4-tetrahydronaphthalen-1-ylcarbonyl)-N-(4-isopropylphenyl)amino]methyl}benzoic acid). Yield: 80.2%. Reaction SMILES: [OH-].[Na+].[CH2:3]([O:10][C:11]1[CH:20]=[CH:19][CH:18]=[C:17]2[C:12]=1[CH2:13][CH2:14][CH2:15][CH:16]2[C:21]([N:23]([CH2:33][C:34]1[CH:43]=[CH:42][C:37]([C:38]([O:40]C)=[O:39])=[CH:36][CH:35]=1)[C:24]1[CH:29]=[CH:28][C:27]([CH:30]([CH3:32])[CH3:31])=[CH:26][CH:25]=1)=[O:22])[C:4]1[CH:9]=[CH:8][CH:7]=[CH:6][CH:5]=1.Cl>CO>[CH2:3]([O:10][C:11]1[CH:20]=[CH:19][CH:18]=[C:17]2[C:12]=1[CH2:13][CH2:14][CH2:15][CH:16]2[C:21]([N:23]([CH2:33][C:34]1[CH:35]=[CH:36][C:37]([C:38]([OH:40])=[O:39])=[CH:42][CH:43]=1)[C:24]1[CH:25]=[CH:26][C:27]([CH:30]([CH3:32])[CH3:31])=[CH:28][CH:29]=1)=[O:22])[C:4]1[CH:9]=[CH:8][CH:7]=[CH:6][CH:5]=1 |f:0.1|. Procedure details: Methanol (14 mL) and 1 mol/L-aqueous sodium hydroxide solution (7 mL) were added to methyl 4-{[N-(5-benzyloxy-1,2,3,4-tetrahydronaphthalen-1-ylcarbonyl)-N-(4-isopropylphenyl)amino]methyl}benzoate (2.56 g), and the mixture was stirred with heating at 50-60° C. After the completion of the reaction, the reaction mixture was neutralized with conc. hydrochloric acid and extracted with ethyl acetate. The organic layer was washed with saturated brine and dried over magnesium sulfate. The solvent was ev... Starting materials: ClC1=CC=C(C=C1)N=C=O (4-chlorophenylisocyanate), NC=1C=C(C=CC1O)C(C#N)C (3-amino-4-hydroxyphenyl propionitrile), C1(=CC=C(C=C1)S(=O)(=O)O)C (p-toluenesulphonic acid). Solvent: C=1(C(=CC=CC1)C)C (xylene). Yields the product ClC1=CC=C(NC=2OC3=C(N2)C=C(C=C3)C(C#N)C)C=C1 (2-[2-(4-chloroanilino)-5-benzoxazolyl] propionitrile). As a reaction SMILES: [Cl:1][C:2]1[CH:7]=[CH:6][C:5]([N:8]=[C:9]=[O:10])=[CH:4][CH:3]=1.[NH2:11][C:12]1[CH:13]=[C:14]([CH:19]([CH3:22])[C:20]#[N:21])[CH:15]=[CH:16][C:17]=1O.C1(C)C=CC(S(O)(=O)=O)=CC=1>C1(C)C(C)=CC=CC=1>[Cl:1][C:2]1[CH:7]=[CH:6][C:5]([NH:8][C:9]2[O:10][C:17]3[CH:16]=[CH:15][C:14]([CH:19]([CH3:22])[C:20]#[N:21])=[CH:13][C:12]=3[N:11]=2)=[CH:4][CH:3]=1. Procedure: 4-chlorophenylisocyanate (3.1 g.) was slowly added to a stirred solution of 2-(3-amino-4-hydroxyphenyl propionitrile (3.3 g) in xylene (35 ml.) at room temperature. When the addition was complete p-toluenesulphonic acid (250 mg.) was added, and the solution was heated under reflux using a Dean and Stark apparatus. On cooling, the solution was washed with aqueous sodium bicarbonate solution and evaporated to dryness. The residue was recrystallised to give 2-[2-(4-chloroanilino)-5-benzoxazolyl] pr... The product is CS(=O)(=O)c1ncc(C2CCNCC2OCc2ccc3ccccc3c2)cn1, Cl. RXN SMILES: [CH3:1][S:2](=[O:3])(=[O:4])[c:5]1[n:6][cH:7][c:8]([CH:11]2[CH:12]([O:24][CH2:25][c:26]3[cH:27][c:28]4[cH:29][cH:30][cH:31][cH:32][c:33]4[cH:34][cH:35]3)[CH2:13][N:14]([C:17]([O:18][C:19]([CH3:20])([CH3:21])[CH3:22])=[O:23])[CH2:15][CH2:16]2)[cH:9][n:10]1.[CH3:37][OH:38].[ClH:36]>>[CH3:1][S:2](=[O:3])(=[O:4])[c:5]1[n:6][cH:7][c:8]([CH:11]2[CH:12]([O:24][CH2:25][c:26]3[cH:27][c:28]4[cH:29][cH:30][cH:31][cH:32][c:33]4[cH:34][cH:35]3)[CH2:13][NH:14][CH2:15][CH2:16]2)[cH:9][n:10]1.[ClH:36]. Reactants: CC(C)(C)OC(=O)N1CCC(c2cnc(S(C)(=O)=O)nc2)C(OCc2ccc3ccccc3c2)C1, CO, Cl. Starting materials: BrN1C(CCC1=O)=O (N-bromosuccinimide), NC1=CC(=NC=2N1N=CC2C=2C=NC1=CC=CC=C1C2)C2CCC(NC2)C(=O)OC (methyl 5-(7-amino-3-(quinolin-3-yl)pyrazolo[1,5-a]pyrimidin-5-yl)piperidine-2-carboxylate). Run in C(C)#N (acetonitrile), CO (methanol). Run at time 1 hour. Product: NC1=C(C(=NC=2N1N=CC2C=2C=NC1=CC=CC=C1C2)C2CCC(NC2)C(=O)OC)Br (Methyl 5-(7-amino-6-bromo-3-(quinolin-3-yl)pyrazolo[1,5-a]pyrimidin-5-yl)piperidine-2-carboxylate). The yield is 18.6%. As a reaction SMILES: [Br:1]N1C(=O)CCC1=O.[NH2:9][C:10]1[N:15]2[N:16]=[CH:17][C:18]([C:19]3[CH:20]=[N:21][C:22]4[C:27]([CH:28]=3)=[CH:26][CH:25]=[CH:24][CH:23]=4)=[C:14]2[N:13]=[C:12]([CH:29]2[CH2:34][NH:33][CH:32]([C:35]([O:37][CH3:38])=[O:36])[CH2:31][CH2:30]2)[CH:11]=1>C(#N)C.CO>[NH2:9][C:10]1[N:15]2[N:16]=[CH:17][C:18]([C:19]3[CH:20]=[N:21][C:22]4[C:27]([CH:28]=3)=[CH:26][CH:25]=[CH:24][CH:23]=4)=[C:14]2[N:13]=[C:12]([CH:29]2[CH2:34][NH:33][CH:32]([C:35]([O:37][CH3:38])=[O:36])[CH2:31][CH2:30]2)[C:11]=1[Br:1]. Reported procedure: N-bromosuccinimide (44 mg, 0.249 mmol) was added into a solution of methyl 5-(7-amino-3-(quinolin-3-yl)pyrazolo[1,5-a]pyrimidin-5-yl)piperidine-2-carboxylate (100 mg, 0.249 mmol) in acetonitrile (1.5 mL) and methanol (0.5 ml). The resulting solution is stirred at room temperature for 1 hour. The reaction was concentrated in vacuo and purified by prep-LC to afford the title compound (22.32 mg): LC/MS RT=2.56 min. Mass calculated for, M+H 481.09, observed 481.09. Reactants: ClC1=C(CC2=NC=CC=C2)C=CC=C1 (2-(o-chlorobenzyl)pyridine), OO (hydrogen peroxide). Run in C(C)(=O)O (acetic acid). The product is ClC1=C(CC2=[N+](C=CC=C2)[O-])C=CC=C1 (2-(o-chlorobenzyl)pyridine-N-oxide). The yield is 97.9%. As a reaction SMILES: [Cl:1][C:2]1[CH:14]=[CH:13][CH:12]=[CH:11][C:3]=1[CH2:4][C:5]1[CH:10]=[CH:9][CH:8]=[CH:7][N:6]=1.[OH:15]O>C(O)(=O)C>[Cl:1][C:2]1[CH:14]=[CH:13][CH:12]=[CH:11][C:3]=1[CH2:4][C:5]1[CH:10]=[CH:9][CH:8]=[CH:7][N+:6]=1[O-:15]. Reported procedure: A solution of 2-(o-chlorobenzyl)pyridine (32 g, 0.16 moles) and hydrogen peroxide (30% w/v, 10.7 g, 36.0 ml, 0.31 moles) in glacial acetic acid (100 ml) was heated at 75° C. for 17 hours. The reaction mixture was cooled to room temperature, the acetic acid evaporated under reduced pressure and the residue dissolved in chloroform. After neutralisation with potassium carbonate (30 g) the chloroform was removed to give 2-(o-chlorobenzyl)pyridine-N-oxide (34.4 g, 100%) as a viscous oil. Reactants: O (Water), FC=1C=CC2=C(O[C@H](CO2)COS(=O)(=O)C)C1 (methanesulfonic acid (R)-(7-fluoro-2,3-dihydrobenzo[1,4]dioxin-2-yl)methyl ester), Br.N1C[C@H](CCC1)C=1C=C(C=CC1)O ((R*)-3-(piperidin-3-yl)phenol HBr), C(=O)(O)[O-].[Na+] (NaHCO3). Run in CN(C)C=O (DMF). Reaction conditions: temperature 120 celsius. Product: FC=1C=CC2=C(O[C@H](CO2)CN2C[C@H](CCC2)C=2C=C(C=CC2)O)C1 ((R*)-3-[1-((S)-7-Fluoro-2,3-dihydrobenzo[1,4]dioxin-2-ylmethyl)piperidin-3-yl]phenol). The yield is 36.8%. RXN SMILES: [F:1][C:2]1[CH:3]=[CH:4][C:5]2[O:10][CH2:9][C@H:8]([CH2:11]OS(C)(=O)=O)[O:7][C:6]=2[CH:17]=1.Br.[NH:19]1[CH2:24][CH2:23][CH2:22][C@H:21]([C:25]2[CH:26]=[C:27]([OH:31])[CH:28]=[CH:29][CH:30]=2)[CH2:20]1.C([O-])(O)=O.[Na+].O>CN(C=O)C>[F:1][C:2]1[CH:3]=[CH:4][C:5]2[O:10][CH2:9][C@H:8]([CH2:11][N:19]3[CH2:24][CH2:23][CH2:22][C@H:21]([C:25]4[CH:26]=[C:27]([OH:31])[CH:28]=[CH:29][CH:30]=4)[CH2:20]3)[O:7][C:6]=2[CH:17]=1 |f:1.2,3.4|. Reported procedure: A mixture of methanesulfonic acid (R)-(7-fluoro-2,3-dihydrobenzo[1,4]dioxin-2-yl)methyl ester (51 mg, 0.19 mmol), (R*)-3-(piperidin-3-yl)phenol HBr (50 mg, 0.19 mmol) and NaHCO3 (33 mg, 0.39 mmol) in DMF (3.5 ml) was heated at 120° C. for 1.5 h. Water (10 ml) was added to the cooled mixture, which was then extracted with EtOAc (3×10 ml). The combined organic layers were washed several times with water and finally twice with brine. Drying (Na2SO4), filtering and evaporation of the solvent gave th... The reactants are BrC=1C=2N(C=C(C1)C1=CC=C(C=C1)C(F)(F)F)C=CN2 (8-Bromo-6-(4-trifluoromethyl-phenyl)-imidazo[1,2-a]pyridine), C1(CC1)B(O)O (cyclopropyl boronic acid), P(=O)([O-])([O-])[O-].[K+].[K+].[K+] (potassium phosphate), C1(=CC=CC=C1)C (toluene). The reagents and catalysts are C1(CCCCC1)P(C1CCCCC1)C1CCCCC1 (tri(cyclohexyl)phosphine). Solvent: O (water). The product is C1(CC1)C=1C=2N(C=C(C1)C1=CC=C(C=C1)C(F)(F)F)C=CN2 (8-Cyclopropyl-6-(4-trifluoromethyl-phenyl)-imidazo[1,2-a]pyridine). Isolated yield 66.5%. RXN SMILES: Br[C:2]1[C:3]2[N:4]([CH:18]=[CH:19][N:20]=2)[CH:5]=[C:6]([C:8]2[CH:13]=[CH:12][C:11]([C:14]([F:17])([F:16])[F:15])=[CH:10][CH:9]=2)[CH:7]=1.[CH:21]1(B(O)O)[CH2:23][CH2:22]1.P([O-])([O-])([O-])=O.[K+].[K+].[K+].C1(C)C=CC=CC=1>C1(P(C2CCCCC2)C2CCCCC2)CCCCC1.O>[CH:21]1([C:2]2[C:3]3[N:4]([CH:18]=[CH:19][N:20]=3)[CH:5]=[C:6]([C:8]3[CH:13]=[CH:12][C:11]([C:14]([F:17])([F:16])[F:15])=[CH:10][CH:9]=3)[CH:7]=2)[CH2:23][CH2:22]1 |f:2.3.4.5|. Procedure: To a Schlenk flask was added 8-bromo-6-(4-trifluoromethyl-phenyl)-imidazo[1,2-a]pyridine (example C.25 step 3) (3.026 g, 8.9 mmol), cyclopropyl boronic acid (103 mg, 13 mmol), tri(cyclohexyl)phosphine (101 mg, 4 mol %), potassium phosphate (6.53 g, 31 mmol), 50 mL of toluene and 2.5 mL of water. The reaction mixture was degassed under Ar for 5 min, then palladium acetate (41 mg, 2 mol %) was added and continued to bubble in Ar, then placed into a 100° C. oil bath for 23 h. The cooled reaction mi...